Dataset: the Open Reaction Database (ORD), a public repository of structured organic reaction records. Task: describe an organic reaction: reactants, conditions, products, and yield Reactants: BrC=1C=CC(=C(C1)N)[N+](=O)[O-] (5-Brom0-2-nitro-phenylamine), COC1=CC=C(C(=O)Cl)C=C1 (4-methoxybenzoyl chloride), O.O.Cl[Sn]Cl (SnCl2.2H2O). Solvent: C1CCOC1 (THF). Reaction conditions: temperature 90 celsius, time 8 hour. The product is NC1=C(C=C(C=C1)Br)NC(C1=CC=C(C=C1)OC)=O (N-(2-Amino-5-bromo-phenyl)-4-methoxy-benzamide). The yield is 85.0%. Reaction SMILES: [Br:1][C:2]1[CH:3]=[CH:4][C:5]([N+:9]([O-])=O)=[C:6]([NH2:8])[CH:7]=1.[CH3:12][O:13][C:14]1[CH:22]=[CH:21][C:17]([C:18](Cl)=[O:19])=[CH:16][CH:15]=1.O.O.Cl[Sn]Cl>C1COCC1>[NH2:9][C:5]1[CH:4]=[CH:3][C:2]([Br:1])=[CH:7][C:6]=1[NH:8][C:18](=[O:19])[C:17]1[CH:21]=[CH:22][C:14]([O:13][CH3:12])=[CH:15][CH:16]=1 |f:2.3.4|. Procedure details: In aflame dried, round bottom flask, 5-bromo-2-nitro-aniline (2) (10.66 g, 49.09 mmol), (scheme 1, Example 1), and 4-methoxybenzoyl chloride (8.37 g, 49.09 mmol) were added. The mixture was heated to 90° C. The melted solids were stirred overnight to give a yellow-brown solid. THF (250 mL) was then added and the solution was treated with SnCl2.2H2O (55.38 g, 245.45 mmol, 5.0 eq) and stirred at room temperature for 2 hrs. Approx. half of the THF was evaporated then 200 mL of EtOAc and 100 mL sat.... The reactants are CCCCC1CCNCC1, CC#N, CC(CI)CN1C(=O)CCc2ccccc21. The product is CCCCC1CCN(CC(C)CN2C(=O)CCc3ccccc32)CC1. Reaction SMILES: [CH2:17]([CH2:18][CH2:19][CH3:20])[CH:21]1[CH2:22][CH2:23][NH:24][CH2:25][CH2:26]1.[CH3:27][C:28]#[N:29].[I:1][CH2:2][CH:3]([CH2:4][N:5]1[C:6](=[O:15])[CH2:7][CH2:8][c:9]2[cH:10][cH:11][cH:12][cH:13][c:14]21)[CH3:16]>>[CH2:2]([CH:3]([CH2:4][N:5]1[C:6](=[O:15])[CH2:7][CH2:8][c:9]2[cH:10][cH:11][cH:12][cH:13][c:14]21)[CH3:16])[N:24]1[CH2:23][CH2:22][CH:21]([CH2:17][CH2:18][CH2:19][CH3:20])[CH2:26][CH2:25]1. Reactants: alcohol, C1CCOC1 (THF), NC1=CC=C(C=C1)S(=O)(=O)NC1=C(C=CC=C1)C(C1=CC=CC=C1)=O (4-amino-N-(2-benzoylphenyl)benzenesulfonamide), C1CCOC1 (THF), ClC(Cl)(OC(OC(Cl)(Cl)Cl)=O)Cl (Triphosgene), C1CCOC1 (THF). The solvent is C(C)N(CC)CC (triethylamine), C(C)N(CC)CC (triethylamine). Run at temperature 0 celsius, time 30 minute. The product is C(C1=CC=CC=C1)(=O)C1=C(C=CC=C1)NS(=O)(=O)C1=CC=C(C=C1)NC(OCC1OCCC1)=O (Tetrahydrofuran-2-ylmethyl 4-{[(2-benzoylphenyl)amino]sulfonyl}phenylcarbamate). As a reaction SMILES: ClC(Cl)(O[C:5](=[O:11])[O:6][C:7](Cl)(Cl)Cl)Cl.[NH2:13][C:14]1[CH:19]=[CH:18][C:17]([S:20]([NH:23][C:24]2[CH:29]=[CH:28][CH:27]=[CH:26][C:25]=2[C:30](=[O:37])[C:31]2[CH:36]=[CH:35][CH:34]=[CH:33][CH:32]=2)(=[O:22])=[O:21])=[CH:16][CH:15]=1.[CH2:38]1[CH2:42][O:41][CH2:40][CH2:39]1>C(N(CC)CC)C>[C:30]([C:25]1[CH:26]=[CH:27][CH:28]=[CH:29][C:24]=1[NH:23][S:20]([C:17]1[CH:16]=[CH:15][C:14]([NH:13][C:5](=[O:11])[O:6][CH2:7][CH:40]2[CH2:39][CH2:38][CH2:42][O:41]2)=[CH:19][CH:18]=1)(=[O:22])=[O:21])(=[O:37])[C:31]1[CH:32]=[CH:33][CH:34]=[CH:35][CH:36]=1. Reported procedure: Triphosgene (28 mg, 1/3 equiv) was dissolved in 1 mL of THF and the solution cooled to 0° C. A solution of 4-amino-N-(2-benzoylphenyl)benzenesulfonamide (100 mg) in 3 mL of THF and 0.15 mL of triethylamine was added therto, and the reaction mixture was warmed to rt and stirred for 30 minutes. A solution of tetrahyhdrofurfuryl alcohol (44 mg, 1.5 equiv) in 3 mL of THF and 0.15 mL of triethylamine was added thereto and the reaction mixture was left stirring overnight. The reaction was quenched wit... The reactants are FC1=CC=C(C=C1)N1N=C(C=C1C)C(=O)OCC (Ethyl 1-(4-fluorophenyl)-5-methylpyrazole-3-carboxylate), [OH-].[Na+] (sodium hydroxide). The solvent is C(C)O (ethanol), O (water). Reaction conditions: time 30 minute. The product is FC1=CC=C(C=C1)N1N=C(C=C1C)C(=O)O (1-(4-Fluorophenyl)-5-methylpyrazole-3-carboxylic acid). The yield is 78.9%. Reaction SMILES: [F:1][C:2]1[CH:7]=[CH:6][C:5]([N:8]2[C:12]([CH3:13])=[CH:11][C:10]([C:14]([O:16]CC)=[O:15])=[N:9]2)=[CH:4][CH:3]=1.[OH-].[Na+]>C(O)C.O>[F:1][C:2]1[CH:3]=[CH:4][C:5]([N:8]2[C:12]([CH3:13])=[CH:11][C:10]([C:14]([OH:16])=[O:15])=[N:9]2)=[CH:6][CH:7]=1 |f:1.2|. Reported procedure: Ethyl 1-(4-fluorophenyl)-5-methylpyrazole-3-carboxylate (3 g) was dissolved in a mixed solvent of ethanol (15 ml) and water (15 ml) and sodium hydroxide (0.6 g) was added. The mixture was stirred at a refluxing temperature for 30 min. Ethanol was evaporated and to the residue was added dilute hydrochloric acid. The obtained solid was recrystallized from aqueous methanol solution to give the title compound (2.1 g), melting point: 177° C.